From a dataset of the Open Reaction Database (ORD), a public repository of structured organic reaction records. describe an organic reaction: reactants, conditions, products, and yield The reactants are CCOC(=O)NNC(=O)C(C)N(c1c(C)cccc1C)S(C)(=O)=O, CCO, [Na+], [OH-]. Yields the product Cc1cccc(C)c1N(C(C)C(=O)NN)S(C)(=O)=O. As a reaction SMILES: [CH2:1]([O:2][C:3](=[O:4])[NH:6][NH:7][C:8](=[O:9])[CH:10]([CH3:11])[N:12]([c:13]1[c:14]([CH3:20])[cH:15][cH:16][cH:17][c:18]1[CH3:19])[S:21](=[O:22])(=[O:23])[CH3:24])[CH3:5].[CH3:25][CH2:26][OH:27].[Na+:29].[OH-:28]>>[NH2:6][NH:7][C:8](=[O:9])[CH:10]([CH3:11])[N:12]([c:13]1[c:14]([CH3:20])[cH:15][cH:16][cH:17][c:18]1[CH3:19])[S:21](=[O:22])(=[O:23])[CH3:24]. The reactants are CNC, CCCN1CCCC2Cc3nc(Cl)ccc3CC21, Cl, Cl, [Na+], [OH-], O. The product is CCCN1CCCC2Cc3nc(N(C)C)ccc3CC21. Reaction SMILES: [CH3:21][NH:22][CH3:23].[Cl:2][c:3]1[cH:4][cH:5][c:6]2[c:7]([n:19]1)[CH2:8][CH:9]1[CH2:10][CH2:11][CH2:12][N:13]([CH2:16][CH2:17][CH3:18])[CH:14]1[CH2:15]2.[ClH:1].[ClH:20].[Na+:25].[OH-:24].[OH2:26]>>[c:3]1([N:22]([CH3:21])[CH3:23])[cH:4][cH:5][c:6]2[c:7]([n:19]1)[CH2:8][CH:9]1[CH2:10][CH2:11][CH2:12][N:13]([CH2:16][CH2:17][CH3:18])[CH:14]1[CH2:15]2. Reactants: C(#C)C1(OC2=C(CC1)C(=C(C(=C2C)C)O)C)C (rac-3,4-dihydro-2-ethynyl-2,5,7,8-tetramethyl-2H-1-benzopyran-6-ol), FC(C=1C=C(C=CC1)Br)(F)F (3-trifluoromethylbromobenzene). Run in C(Cl)Cl (methylene chloride). Product: FC(C=1C=C(C=CC1)C#CC1(OC2=C(CC1)C(=C(C(=C2C)C)O)C)C)(F)F (rac-2-{[3-(Trifluoromethyl)phenyl]ethynyl}-3,4-dihydro-2,5,7,8-tetramethyl-2H-1-benzopyran-6-ol). As a reaction SMILES: [C:1]([C:3]1([CH3:17])[CH2:8][CH2:7][C:6]2[C:9]([CH3:16])=[C:10]([OH:15])[C:11]([CH3:14])=[C:12]([CH3:13])[C:5]=2[O:4]1)#[CH:2].[F:18][C:19]([F:28])([F:27])[C:20]1[CH:21]=[C:22](Br)[CH:23]=[CH:24][CH:25]=1>C(Cl)Cl>[F:18][C:19]([F:28])([F:27])[C:20]1[CH:25]=[C:24]([C:2]#[C:1][C:3]2([CH3:17])[CH2:8][CH2:7][C:6]3[C:9]([CH3:16])=[C:10]([OH:15])[C:11]([CH3:14])=[C:12]([CH3:13])[C:5]=3[O:4]2)[CH:23]=[CH:22][CH:21]=1. Procedure: This compound was similarly prepared by reacting rac-3,4-dihydro-2-ethynyl-2,5,7,8-tetramethyl-2H-1-benzopyran-6-ol with 3-trifluoromethylbromobenzene as described in Example 26. The product was isolated by chromatography over 50 fold amount of silica gel using methylene chloride for elution. Crystallization of the combined clean fractions from petroleum ether gave colorless crystals with m.p. 81°-83°. The reactants are Cc1ccccc1, Cc1cc(-c2ccc(Cl)cc2)[nH]c(=O)c1, O=P(Br)(Br)Br. The product is Cc1cc(Br)nc(-c2ccc(Cl)cc2)c1. Reaction SMILES: [CH3:21][c:22]1[cH:23][cH:24][cH:25][cH:26][cH:27]1.[Cl:1][c:2]1[cH:3][cH:4][c:5](-[c:8]2[cH:9][c:10]([CH3:15])[cH:11][c:12](=[O:14])[nH:13]2)[cH:6][cH:7]1.[P:16]([Br:17])([Br:18])([Br:19])=[O:20]>>[Cl:1][c:2]1[cH:3][cH:4][c:5](-[c:8]2[cH:9][c:10]([CH3:15])[cH:11][c:12]([Br:18])[n:13]2)[cH:6][cH:7]1. Starting materials: ester, ClC1=C(C=C(C=C1)Cl)C(C#N)CO (2-(2,5-dichlorophenyl)-3-hydroxypropanenitrile), OCCC#N (3-hydroxypropanenitrile). The product is C(C)(=O)OCC(C#N)C1=C(C=CC(=C1)Cl)Cl (3-acetoxy-2-(2,5-dichlorophenyl)propanenitrile), solid. Isolated yield 92.0%. Reaction SMILES: [Cl:1][C:2]1[CH:7]=[CH:6][C:5]([Cl:8])=[CH:4][C:3]=1[CH:9]([CH2:12][OH:13])[C:10]#[N:11].[OH:14][CH2:15][CH2:16]C#N>>[C:15]([O:13][CH2:12][CH:9]([C:3]1[CH:4]=[C:5]([Cl:8])[CH:6]=[CH:7][C:2]=1[Cl:1])[C:10]#[N:11])(=[O:14])[CH3:16]. Procedure: This ester was prepared using the procedure described in Example 5, except 2-(2,5-dichlorophenyl)-3-hydroxypropanenitrile was used in place of 2-(2-chloro-5-(difluoromethoxy)phenyl)-3-hydroxypropanenitrile. The preparation of 2-2,5-dichlorophenyl)-3-hydroxypropanenitrile is described in Example 4. The recovered ester product was a white solid (92% yield), m.p. 79-80.5° C. Reactants: CN=C=S, CCOCC, CCO, Nc1ccc(Cc2ccccn2)cc1. Yields the product CNC(=S)Nc1ccc(Cc2ccccn2)cc1. Reaction SMILES: [CH3:15][N:16]=[C:17]=[S:18].[CH3:19][CH2:20][O:21][CH2:22][CH3:23].[CH3:24][CH2:25][OH:26].[NH2:1][c:2]1[cH:3][cH:4][c:5]([CH2:6][c:7]2[n:8][cH:9][cH:10][cH:11][cH:12]2)[cH:13][cH:14]1>>[NH:1]([c:2]1[cH:3][cH:4][c:5]([CH2:6][c:7]2[n:8][cH:9][cH:10][cH:11][cH:12]2)[cH:13][cH:14]1)[C:17]([NH:16][CH3:15])=[S:18].